From a dataset of the Open Reaction Database (ORD), a public repository of structured organic reaction records. describe an organic reaction: reactants, conditions, products, and yield Reactants: [NH4+].[Cl-] (NH4Cl), C(C1=CC=NC=C1)(OCC)=N (ethyl isonicotinimidate). The solvent is C(C)O (ethanol). Conditions: time 8 hour. Product: Cl.C(C1=CC=NC=C1)(=N)N (Isonicotinamidine Hydrochloride). The yield is 59.3%. Reaction SMILES: [NH4+:1].[Cl-:2].[C:3](=[NH:13])(OCC)[C:4]1[CH:9]=[CH:8][N:7]=[CH:6][CH:5]=1>C(O)C>[ClH:2].[C:3]([NH2:13])(=[NH:1])[C:4]1[CH:5]=[CH:6][N:7]=[CH:8][CH:9]=1 |f:0.1,4.5|. Procedure details: An aqueous solution of NH4Cl (26.9 g) is added to a solution of ethyl isonicotinimidate (75.5 g) in ethanol (325 ml). The reaction mixture is heated to reflux for four hours and stirred overnight. A white precipitate is filtered, washed with the mother liquor, dried at 90° C. under house vacuum for 8 hours, yielding 47 g of a white crystalline solid mp. 233°-237° C. The precipitate is dried overnight yielding 44.2 g of the desired hydrochloride, m.p. 237°-240° C. Reactants: IC=1C=C(C(N(C1C)C1=CC(=CC=C1)C(F)(F)F)=O)C(=O)NC (5-iodo-N,6-dimethyl-2-oxo-1-[3-(trifluoromethyl)phenyl]-1,2-dihydropyridine-3-carboxamide), ClC1=CC=C(C=C1)C#C (1-chloro-4-ethynylbenzene), CCN(C(C)C)C(C)C (DIEA). The reagents and catalysts are [Pd].C1(=CC=CC=C1)P(C1=CC=CC=C1)C1=CC=CC=C1.C1(=CC=CC=C1)P(C1=CC=CC=C1)C1=CC=CC=C1.C1(=CC=CC=C1)P(C1=CC=CC=C1)C1=CC=CC=C1.C1(=CC=CC=C1)P(C1=CC=CC=C1)C1=CC=CC=C1 (tetrakis(triphenylphosphine) palladium(0)), [Cu]I (copper(I) iodide). Solvent: C(C)#N (acetonitrile). Reaction conditions: temperature 70 celsius. Yields the product ClC1=CC=C(C=C1)C#CC=1C=C(C(N(C1C)C1=CC(=CC=C1)C(F)(F)F)=O)C(=O)NC (5-[(4-chlorophenyl)ethynyl]-N,6-dimethyl-2-oxo-1-[3-(trifluoromethyl)phenyl]-1,2-dihydropyridine-3-carboxamide). Isolated yield 78.0%. As a reaction SMILES: I[C:2]1[CH:3]=[C:4]([C:20]([NH:22][CH3:23])=[O:21])[C:5](=[O:19])[N:6]([C:9]2[CH:14]=[CH:13][CH:12]=[C:11]([C:15]([F:18])([F:17])[F:16])[CH:10]=2)[C:7]=1[CH3:8].[Cl:24][C:25]1[CH:30]=[CH:29][C:28]([C:31]#[CH:32])=[CH:27][CH:26]=1.CCN(C(C)C)C(C)C>C(#N)C.[Pd].C1(P(C2C=CC=CC=2)C2C=CC=CC=2)C=CC=CC=1.C1(P(C2C=CC=CC=2)C2C=CC=CC=2)C=CC=CC=1.C1(P(C2C=CC=CC=2)C2C=CC=CC=2)C=CC=CC=1.C1(P(C2C=CC=CC=2)C2C=CC=CC=2)C=CC=CC=1.[Cu]I>[Cl:24][C:25]1[CH:30]=[CH:29][C:28]([C:31]#[C:32][C:2]2[CH:3]=[C:4]([C:20]([NH:22][CH3:23])=[O:21])[C:5](=[O:19])[N:6]([C:9]3[CH:14]=[CH:13][CH:12]=[C:11]([C:15]([F:18])([F:17])[F:16])[CH:10]=3)[C:7]=2[CH3:8])=[CH:27][CH:26]=1 |f:4.5.6.7.8|. Procedure details: A mixture of 5-iodo-N,6-dimethyl-2-oxo-1-[3-(trifluoromethyl)phenyl]-1,2-dihydropyridine-3-carboxamide (139 mg, 0.32 mmol), tetrakis(triphenylphosphine) palladium(0) (1.8 mg, 1.6 μmol), copper(I) iodide (0.6 mg 3.2 μmol), 1-chloro-4-ethynylbenzene (87 mg, 0.638 mmol) and DIEA (64 mg, 0.5 mmol) in acetonitrile (1.5 ml) was heated in a microwave oven to 70° C. for 0.5 h. After cooling, the reaction mixture was purified by flash chromatography to give 5-[(4-chlorophenyl)ethynyl]-N,6-dimethyl-2-oxo-... Reagents/catalysts: [Pd] (palladium on carbon). Reactants: C(C)OC(CCCCOC1=C(C(=CC=C1)C#CCCCCOC1OCCCC1)\C=C\C(=O)OC)=O (rac-(E)-5-[2-(3-methoxy-3-oxo-1-propenyl)-3-[6-[(tetrahydro-2H-pyran-2-yl)oxy]-1-hexynyl]phenoxy]pentanoic acid ethyl ester). The solvent is CO (methanol). Reaction SMILES: [CH2:1]([O:3][C:4](=[O:35])[CH2:5][CH2:6][CH2:7][CH2:8][O:9][C:10]1[CH:15]=[CH:14][CH:13]=[C:12]([C:16]#[C:17][CH2:18][CH2:19][CH2:20][CH2:21][O:22][CH:23]2[CH2:28][CH2:27][CH2:26][CH2:25][O:24]2)[C:11]=1/[CH:29]=[CH:30]/[C:31]([O:33][CH3:34])=[O:32])[CH3:2]>CO.[Pd]>[CH3:34][O:33][C:31](=[O:32])[CH2:30][CH2:29][C:11]1[C:12]([CH2:16][CH2:17][CH2:18][CH2:19][CH2:20][CH2:21][O:22][CH:23]2[CH2:28][CH2:27][CH2:26][CH2:25][O:24]2)=[CH:13][CH:14]=[CH:15][C:10]=1[O:9][CH2:8][CH2:7][CH2:6][CH2:5][C:4]([O:3][CH2:1][CH3:2])=[O:35]. Reported procedure: A 0.86 g (1.76 mmol) sample of rac-(E)-5-[2-(3-methoxy-3-oxo-1-propenyl)-3-[6-[(tetrahydro-2H-pyran-2-yl)oxy]-1-hexynyl]phenoxy]pentanoic acid ethyl ester was hydrogenated in 50 mL of methanol, over 50 mg of 10% palladium on carbon, at room temperature and 1 atmosphere. Rac-2-(5-ethoxy-5-oxopentyloxy)-6-[6-[(tetrahydro-2H-pyran-2-yl)oxy]hexyl]benzenepropanoic acid methyl ester, an oil, was isolated by filtration of the catalyst and concentration of the filtrate, in quantitative yield. Yields the product COC(CCC1=C(C=CC=C1CCCCCCOC1OCCCC1)OCCCCC(=O)OCC)=O (Rac-2-(5-ethoxy-5-oxopentyloxy)-6-[6-[(tetrahydro-2H-pyran-2-yl)oxy]hexyl]benzenepropanoic acid methyl ester). Reactants: C1=CC=CC=2C3=CC=CC=C3NC12 (carbazole), IC1=CC=C(C=C1)C (4-iodotoluene), C([O-])([O-])=O.[K+].[K+] (potassium carbonate). Reagents/catalysts: [Cu] (copper). Run in C(C)(C)C1=C(C=CC=C1)C(C)C (diisopropylbenzene). Yields the product C1(=CC=C(C=C1)N1C2=CC=CC=C2C=2C=CC=CC12)C (9-p-tolylcarbazole). Isolated yield 76.7%. RXN SMILES: [CH:1]1[C:13]2[NH:12][C:11]3[C:6](=[CH:7][CH:8]=[CH:9][CH:10]=3)[C:5]=2[CH:4]=[CH:3][CH:2]=1.I[C:15]1[CH:20]=[CH:19][C:18]([CH3:21])=[CH:17][CH:16]=1.C(=O)([O-])[O-].[K+].[K+]>C(C1C=CC=CC=1C(C)C)(C)C.[Cu]>[C:18]1([CH3:21])[CH:19]=[CH:20][C:15]([N:12]2[C:11]3[CH:10]=[CH:9][CH:8]=[CH:7][C:6]=3[C:5]3[C:13]2=[CH:1][CH:2]=[CH:3][CH:4]=3)=[CH:16][CH:17]=1 |f:2.3.4|. Procedure details: 10.0 g (59.8 mmol) of carbazole, 17.0 g (78.0 mmol) of 4-iodotoluene, 11.0 g (79.6 mmol) of potassium carbonate and 760 mg (12.0 mmol) of copper powder were allowed to react in 200 ml of diisopropylbenzene at 210° C. for 30 hours. The mixture was cooled to 80°-90° C., and filtered on sellaite. The filtrate was concentrated, and the residue was recrystallized from isopropanol to obtain 11.8 g of 9-p-tolylcarbazole.